This data is from the Open Reaction Database (ORD), a public repository of structured organic reaction records. The task is: describe an organic reaction: reactants, conditions, products, and yield Reaction SMILES: [CH:1]([NH:4]C(C)C)(C)[CH3:2].[Li]CCCC.[CH3:13][O:14][C:15](=[O:24])[CH2:16][C:17]1[CH:22]=[CH:21][C:20]([Cl:23])=[CH:19][CH:18]=1.C([O-])(O)=O.[Na+]>C1COCC1>[CH3:13][O:14][C:15](=[O:24])[CH:16]([C:17]1[CH:22]=[CH:21][C:20]([Cl:23])=[CH:19][CH:18]=1)[CH2:2][C:1]#[N:4] |f:3.4|. Conditions: temperature 0 celsius, time 30 minute. The product is COC(C(CC#N)C1=CC=C(C=C1)Cl)=O (Methyl-2-(4-chlorophenyl)-3-cyanopropanoate). The solvent is C1CCOC1 (THF), C1CCOC1 (THF). Starting materials: C(C)(C)NC(C)C (diisopropylamine), solution, [Li]CCCC (nBuLi), hexanes, COC(CC1=CC=C(C=C1)Cl)=O (methyl-2-(4-chlorophenyl)acetate), C(=O)(O)[O-].[Na+] (NaHCO3). The yield is 74.7%. Procedure details: To a stirred solution of diisopropylamine (8.65 ml, 61.8 mmol) in dry THF (100 ml) at −20° C. under nitrogen was added a 2.5M solution of nBuLi in hexanes (23.7 ml, 59.2 mmol) dropwise. The solution was allowed to warm to 0° C. over 20 min, and then-cooled to −70° C. A solution of methyl-2-(4-chlorophenyl)acetate (9.5 g, 51.5 mmol) in THF (5 ml) was added dropwise over 5 min, and the whole then stirred for 30 min. lodoacetonitrile (5.03 ml, 69.5 mmol) was then added slowly, and the combined solu... Starting materials: CNCC=O, O=C=Nc1nnc(C2CCCCCC2)s1, c1ccccc1. The product is CN(CC=O)C(=O)Nc1nnc(C2CCCCCC2)s1. Reaction SMILES: [CH3:16][NH:17][CH2:18][CH:19]=[O:20].[CH:1]1([c:8]2[n:9][n:10][c:11]([N:13]=[C:14]=[O:15])[s:12]2)[CH2:2][CH2:3][CH2:4][CH2:5][CH2:6][CH2:7]1.[cH:21]1[cH:22][cH:23][cH:24][cH:25][cH:26]1>>[CH:1]1([c:8]2[n:9][n:10][c:11]([NH:13][C:14](=[O:15])[N:17]([CH3:16])[CH2:18][CH:19]=[O:20])[s:12]2)[CH2:2][CH2:3][CH2:4][CH2:5][CH2:6][CH2:7]1. Reactants: O=C([O-])[O-], CCOC(=O)c1cc(F)cc(F)c1[N+](=O)[O-], [NH4+], [NH4+], CN(C)C=O, O. The product is CCOC(=O)c1cc(F)cc(N)c1[N+](=O)[O-]. RXN SMILES: [C:17](=[O:18])([O-:19])[O-:20].[CH2:1]([CH3:2])[O:3][C:4]([c:5]1[c:6]([N+:13](=[O:14])[O-:15])[c:7]([F:12])[cH:8][c:9]([F:11])[cH:10]1)=[O:16].[NH4+:21].[NH4+:22].[O:24]=[CH:25][N:26]([CH3:27])[CH3:28].[OH2:23]>>[CH2:1]([CH3:2])[O:3][C:4]([c:5]1[c:6]([N+:13](=[O:14])[O-:15])[c:7]([NH2:21])[cH:8][c:9]([F:11])[cH:10]1)=[O:16]. Starting materials: COc1ccc2cc(Nc3cc(C)[nH]n3)nc(Cl)c2c1, OB(O)c1ccsc1. Yields the product COc1ccc2cc(Nc3cc(C)[nH]n3)nc(-c3ccsc3)c2c1. RXN SMILES: [Cl:1][c:2]1[n:3][c:4]([NH:14][c:15]2[n:16][nH:17][c:18]([CH3:20])[cH:19]2)[cH:5][c:6]2[cH:7][cH:8][c:9]([O:12][CH3:13])[cH:10][c:11]12.[s:21]1[cH:22][c:23]([B:26]([OH:27])[OH:28])[cH:24][cH:25]1>>[c:2]1(-[c:23]2[cH:22][s:21][cH:25][cH:24]2)[n:3][c:4]([NH:14][c:15]2[n:16][nH:17][c:18]([CH3:20])[cH:19]2)[cH:5][c:6]2[cH:7][cH:8][c:9]([O:12][CH3:13])[cH:10][c:11]12. Reactants: CCCCCCCC/C=C\CCCCCCCCOCC(C[N+](C)(C)C)OCCCCCCCC/C=C\CCCCCCCC.[Cl-] (DOTMA), CN(CC(CO)O)C (3-(dimethylamino)-1,2-propanediol), CC(C)([O-])C.[K+] (potassium tert-butoxide), C1(=CC=C(C=C1)S(=O)(=O)OCCCCCCCC\C=C/CCCCCCCC)C (oleyl p-toluenesulfonate). Run in xylenes. Conditions: time 30 minute. The product is 1-(2,3,-Dioleyloxy(propyl)-N,N,N-trimethylammonium chloride), C(CCCCCCC\C=C/CCCCCCCC)OC(CN(C)C)COCCCCCCCC\C=C/CCCCCCCC (2,3-dioleyloxy-1-(dimethylamino)-propane). As a reaction SMILES: [CH3:1][CH2:2][CH2:3][CH2:4][CH2:5][CH2:6][CH2:7][CH2:8]/[CH:9]=[CH:10]\[CH2:11][CH2:12][CH2:13][CH2:14][CH2:15][CH2:16][CH2:17][CH2:18][O:19][CH2:20][CH:21]([O:27][CH2:28][CH2:29][CH2:30][CH2:31][CH2:32][CH2:33][CH2:34][CH2:35]/[CH:36]=[CH:37]\[CH2:38][CH2:39][CH2:40][CH2:41][CH2:42][CH2:43][CH2:44][CH3:45])[CH2:22][N+:23](C)([CH3:25])[CH3:24].[Cl-].CN(C)CC(O)CO.CC(C)([O-])C.[K+].C1(C)C=CC(S(OCCCCCCCC/C=C\CCCCCCCC)(=O)=O)=CC=1>>[CH2:28]([O:27][CH:21]([CH2:20][O:19][CH2:18][CH2:17][CH2:16][CH2:15][CH2:14][CH2:13][CH2:12][CH2:11]/[CH:10]=[CH:9]\[CH2:8][CH2:7][CH2:6][CH2:5][CH2:4][CH2:3][CH2:2][CH3:1])[CH2:22][N:23]([CH3:25])[CH3:24])[CH2:29][CH2:30][CH2:31][CH2:32][CH2:33][CH2:34][CH2:35]/[CH:36]=[CH:37]\[CH2:38][CH2:39][CH2:40][CH2:41][CH2:42][CH2:43][CH2:44][CH3:45] |f:0.1,3.4|. Procedure details: DOTMA (N-(1-(2,3,-Dioleyloxy(propyl)-N,N,N-trimethylammonium chloride) was prepared as outlined. A mixture of 3-(dimethylamino)-1,2-propanediol (Aldrich Chemical Co., 1.19 g, 10 mmol), potassium tert-butoxide (3.36 g, 30 mmol) and oleyl p-toluenesulfonate (12.7 g, 30 mmol) in xylenes (50 ml) was stirred at room temperature and reduced pressure (30 Torr) for 30 min, and was then heated to 50° C. with stirring for an additional 15 min. The reaction vessel was purged with nitrogen, and the mixture ... Starting materials: CC(C)(C)OC(=O)N(CCCNS(=O)(=O)C(F)(F)F)Cc1cccc2nccn12, CN(C)c1ccncc1, ClC(Cl)Cl, O=C(Cl)C(Cl)(Cl)Cl, [Na+], O=C([O-])O. Product: CC(C)(C)OC(=O)N(CCCNS(=O)(=O)C(F)(F)F)Cc1cccc2ncc(C(=O)C(Cl)(Cl)Cl)n12. As a reaction SMILES: [C:1]([CH3:2])([CH3:3])([CH3:4])[O:5][C:6](=[O:7])[N:8]([CH2:9][CH2:10][CH2:11][NH:12][S:13](=[O:14])(=[O:15])[C:16]([F:17])([F:18])[F:19])[CH2:20][c:21]1[cH:22][cH:23][cH:24][c:25]2[n:26]1[cH:27][cH:28][n:29]2.[CH3:42][N:43]([CH3:44])[c:45]1[cH:46][cH:47][n:48][cH:49][cH:50]1.[CH:51]([Cl:52])([Cl:53])[Cl:54].[Cl:30][C:31]([C:32](=[O:33])[Cl:34])([Cl:35])[Cl:36].[Na+:37].[OH:38][C:39](=[O:40])[O-:41]>>[C:1]([CH3:2])([CH3:3])([CH3:4])[O:5][C:6](=[O:7])[N:8]([CH2:9][CH2:10][CH2:11][NH:12][S:13](=[O:14])(=[O:15])[C:16]([F:17])([F:18])[F:19])[CH2:20][c:21]1[cH:22][cH:23][cH:24][c:25]2[n:26]1[c:27]([C:32]([C:31]([Cl:30])([Cl:35])[Cl:36])=[O:33])[cH:28][n:29]2. The reactants are O (water), C(C1=CC=CC=C1)OC(=O)N[C@@H](CC1=CC(=CC=C1)F)CO (N-benzyloxycarbonyl-m-fluorophenylalaninol), N (ammonia), C(=O)(N1C=NC=C1)N1C=NC=C1 (1,1'-carbonyl diimidazole). Run in C1CCOC1 (THF). Conditions: time 2 hour. The product is C(N)(=O)OC[C@@H](NC(=O)OCC1=CC=CC=C1)CC1=CC(=CC=C1)F (O-carbamoyl-N-benzyloxycarbonyl-m-fluorophenylalaninol). Isolated yield 89.9%. RXN SMILES: [CH2:1]([O:8][C:9]([NH:11][C@H:12]([CH2:21][OH:22])[CH2:13][C:14]1[CH:19]=[CH:18][CH:17]=[C:16]([F:20])[CH:15]=1)=[O:10])[C:2]1[CH:7]=[CH:6][CH:5]=[CH:4][CH:3]=1.[C:23](N1C=CN=C1)([N:25]1C=CN=C1)=[O:24].N.O>C1COCC1>[C:23]([O:22][CH2:21][C@H:12]([CH2:13][C:14]1[CH:19]=[CH:18][CH:17]=[C:16]([F:20])[CH:15]=1)[NH:11][C:9]([O:8][CH2:1][C:2]1[CH:7]=[CH:6][CH:5]=[CH:4][CH:3]=1)=[O:10])(=[O:24])[NH2:25]. Procedure: In a 100 mL flask equipped with magnetic stirrer, N-benzyloxycarbonyl-m-fluorophenylalaninol (0.007 mole, 2.12 g) was dissolved in 50 ml of THF and was added with 1,1'-carbonyl diimidazole (0.007 mol, 1.14 g) at 0° C. The reaction mixture was stirred at room temperature for 2 hours, followed by the injection of ammonia at 0° C. for 30 min. Following elevating to room temperature, water was added to terminate the reaction. The organic layer was extracted 3 times with dichloromethane, dried over m... Reactants: NC1=C(C=NC=C1)I (4-Amino-3-iodopyridine), FC(C(=O)OC(C(F)(F)F)=O)(F)F (trifluoroacetic anhydride), [I-].[Na+] (sodium iodide), [H-].[Na+] (sodium hydride), C([O-])([O-])=O.[K+].[K+] (potassium carbonate), ClCCCC#C (5-chloro-1-pentyne). The reagents and catalysts are C1=CC=C(C=C1)P(C2=CC=CC=C2)C3=CC=CC=C3.C1=CC=C(C=C1)P(C2=CC=CC=C2)C3=CC=CC=C3.Cl[Pd]Cl (bis(triphenylphosphine)-palladium(II)chloride), [Cu]I (copper(I)iodide). Run in C(C)#N (acetonitrile). Conditions: time 10 minute. Product: C1CCN2C1=CC=1C=NC=CC21 (2,3-Dihydro-1H-3a,6-diaza-cyclopenta[a]indene). Isolated yield 51.2%. Reaction SMILES: [NH2:1][C:2]1[CH:7]=[CH:6][N:5]=[CH:4][C:3]=1I.FC(F)(F)C(OC(=O)C(F)(F)F)=O.C(=O)([O-])[O-].[K+].[K+].Cl[CH2:29][CH2:30][CH2:31][C:32]#[CH:33].[I-].[Na+].[H-].[Na+]>C(#N)C.C1C=CC(P(C2C=CC=CC=2)C2C=CC=CC=2)=CC=1.C1C=CC(P(C2C=CC=CC=2)C2C=CC=CC=2)=CC=1.Cl[Pd]Cl.[Cu]I>[CH2:31]1[C:30]2=[CH:29][C:3]3[CH:4]=[N:5][CH:6]=[CH:7][C:2]=3[N:1]2[CH2:33][CH2:32]1 |f:2.3.4,6.7,8.9,11.12.13|. Reported procedure: To a solution of 4-Amino-3-iodopyridine (2.2 g, 10.00 mMol) in acetonitrile (25 ml), was added dropwise trifluoroacetic anhydride (2.53 g, 1.674 ml) at 0° C. followed by addition of potassium carbonate (4.14 g, 30 mMol). The mixture was stirred at room temperature for 10 min. To the resulting suspension was added bis(triphenylphosphine)-palladium(II)chloride (0.175 g, 0.25 mMol), copper(I)iodide (0.095 g, 0.50 mMol) and 5-chloro-1-pentyne (1.23 g, 12.00 mMol) and the mixture was heated to reflux... Reactants: C(C)OC(C(COC)(C)C)=O (2,2-dimethyl-3-methoxypropionic acid ethyl ester), [Li+].[OH-] (LiOH). The solvent is CO (MeOH). Reaction conditions: time 30 minute. Product: CC(C(=O)O)(COC)C (2,2-dimethyl-3-methoxypropionic acid). As a reaction SMILES: C([O:3][C:4](=[O:11])[C:5]([CH3:10])([CH3:9])[CH2:6][O:7][CH3:8])C.[Li+].[OH-]>CO>[CH3:9][C:5]([CH3:10])([CH2:6][O:7][CH3:8])[C:4]([OH:11])=[O:3] |f:1.2|. Procedure: To a solution of 2,2-dimethyl-3-methoxypropionic acid ethyl ester (1.17 g, 8.00 mmol) in an aqueous MeOH solution (MeOH/H2O=1/1, 24 mL) was added LiOH (560 mg, 16.0 mmol) at rt. After the rection mixture was stirred for 30 min., the solvent was removed in vacuo, and the residue was diluted with 1N HCl and EtOAc. The organic layer extracted with EtOAc, and the organic extracts were dried over MgSO4, filtered, and concentrated in vacuo. The crude product was used without further purification. The reactants are Cc1cc(O)c2ccccc2n1, CN(C)c1ccncc1, COc1cc2nccc(Cl)c2cc1OC, Clc1ccccc1Cl, O. Yields the product COc1cc2nccc(Oc3cc(C)nc4ccccc34)c2cc1OC. RXN SMILES: [CH3:1][c:2]1[n:3][c:4]2[cH:5][cH:6][cH:7][cH:8][c:9]2[c:10]([OH:12])[cH:11]1.[CH3:29][N:30]([CH3:31])[c:32]1[cH:33][cH:34][n:35][cH:36][cH:37]1.[Cl:13][c:14]1[cH:15][cH:16][n:17][c:18]2[cH:19][c:20]([O:26][CH3:27])[c:21]([O:24][CH3:25])[cH:22][c:23]12.[Cl:38][c:39]1[cH:40][cH:41][cH:42][cH:43][c:44]1[Cl:45].[OH2:28]>>[CH3:1][c:2]1[n:3][c:4]2[cH:5][cH:6][cH:7][cH:8][c:9]2[c:10]([O:12][c:14]2[cH:15][cH:16][n:17][c:18]3[cH:19][c:20]([O:26][CH3:27])[c:21]([O:24][CH3:25])[cH:22][c:23]23)[cH:11]1.